Task: describe an organic reaction: reactants, conditions, products, and yield. Dataset: the Open Reaction Database (ORD), a public repository of structured organic reaction records Reactants: Cl (hydrochloric acid), N1=CNC2=C1C=CC=C2 (benzimidazole), aqueous solution, [OH-].[Na+] (sodium hydroxide), aqueous solution, [OH-].[Na+] (sodium hydroxide), 6-(2-benzoyloxy-1-pentane)sulfonylcarbamoyl-1-(2,4-dichlorobenzyl)-2-methyl-benzimidazole, CO (Methanol). Conditions: time 90 minute. Yields the product CC=1NC2=C(N1)C=CC=C2 (2-methylbenzimidazole), ( 79 ). As a reaction SMILES: [OH-].[Na+].[N:3]1[C:7]2[CH:8]=[CH:9][CH:10]=[CH:11][C:6]=2[NH:5][CH:4]=1.Cl.[CH3:13]O>>[CH3:13][C:4]1[NH:3][C:7]2[CH:8]=[CH:9][CH:10]=[CH:11][C:6]=2[N:5]=1 |f:0.1|. Procedure details: Methanol (2 ml) and a 10% aqueous solution of sodium hydroxide (0.2 ml) were added to optically active 6-(2-benzoyloxy-1-pentane)sulfonylcarbamoyl-1-(2,4-dichlorobenzyl)-2-methyl-benzimidazole isomer with shorter retention time as obtained in Production Example 34 (277 mg) and the mixture was stirred for 90 minutes at room temperature. A 10% aqueous solution of sodium hydroxide (0.36 ml) was further added thereto and stirring was continued for 50 minutes under heating at 50° C. The solution was ... Reactants: CCOC(=O)C(C)(C)Br, Oc1ccc(C=NCc2ccccc2)cc1, CCO, [H-], [Na+], [Na], O. The product is CCOC(=O)C(C)(C)Oc1ccc(C=NCc2ccccc2)cc1. Reaction SMILES: [Br:20][C:21]([C:22](=[O:23])[O:24][CH2:25][CH3:26])([CH3:27])[CH3:28].[CH2:4]([c:5]1[cH:6][cH:7][cH:8][cH:9][cH:10]1)[N:11]=[CH:12][c:13]1[cH:14][cH:15][c:16]([OH:19])[cH:17][cH:18]1.[CH3:30][CH2:31][OH:32].[H-:1].[Na+:2].[Na:3].[OH2:29]>>[CH2:4]([c:5]1[cH:6][cH:7][cH:8][cH:9][cH:10]1)[N:11]=[CH:12][c:13]1[cH:14][cH:15][c:16]([O:19][C:21]([C:22](=[O:23])[O:24][CH2:25][CH3:26])([CH3:27])[CH3:28])[cH:17][cH:18]1.